This data is from the Open Reaction Database (ORD), a public repository of structured organic reaction records. The task is: describe an organic reaction: reactants, conditions, products, and yield The reactants are CC(NP(=O)(Cc1ccccc1)Cc1ccccc1)C(=O)N1CCCC1C(=O)O, CC(N)C(=O)OCc1ccccc1, CCOC(C)=O, CN(C)C=O, On1nnc2ccccc21, Cc1ccc(S(=O)(=O)O)cc1. Yields the product CC(NC(=O)C1CCCN1C(=O)C(C)NP(=O)(Cc1ccccc1)Cc1ccccc1)C(=O)OCc1ccccc1. RXN SMILES: [CH2:1]([c:2]1[cH:3][cH:4][cH:5][cH:6][cH:7]1)[P:8](=[O:9])([CH2:10][c:11]1[cH:12][cH:13][cH:14][cH:15][cH:16]1)[NH:17][CH:18]([CH3:19])[C:20](=[O:21])[N:22]1[CH:23]([C:24](=[O:25])[OH:26])[CH2:27][CH2:28][CH2:29]1.[CH2:51]([c:52]1[cH:53][cH:54][cH:55][cH:56][cH:57]1)[O:58][C:59]([CH:60]([NH2:61])[CH3:62])=[O:63].[CH3:64][CH2:65][O:66][C:67](=[O:68])[CH3:69].[O:70]=[CH:71][N:72]([CH3:73])[CH3:74].[OH:30][n:31]1[c:32]2[c:33]([cH:34][cH:35][cH:36][cH:37]2)[n:38][n:39]1.[c:40]1([CH3:41])[cH:42][cH:43][c:44]([S:45]([OH:46])(=[O:47])=[O:48])[cH:49][cH:50]1>>[CH2:1]([c:2]1[cH:3][cH:4][cH:5][cH:6][cH:7]1)[P:8](=[O:9])([CH2:10][c:11]1[cH:12][cH:13][cH:14][cH:15][cH:16]1)[NH:17][CH:18]([CH3:19])[C:20](=[O:21])[N:22]1[CH:23]([C:24](=[O:25])[NH:61][CH:60]([C:59]([O:58][CH2:51][c:52]2[cH:53][cH:54][cH:55][cH:56][cH:57]2)=[O:63])[CH3:62])[CH2:27][CH2:28][CH2:29]1. Starting materials: COC(=O)c1ccc2c(C3CCCCC3)c3n(c2c1)CC(N(C)CCN(C)C(=O)OC(C)(C)C)COc1cc(OCc2ccccn2)ccc1-3, Cl, [K+], C1COCCO1, [OH-]. Product: CN(CCN(C)C1COc2cc(OCc3ccccn3)ccc2-c2c(C3CCCCC3)c3ccc(C(=O)O)cc3n2C1)C(=O)OC(C)(C)C. Reaction SMILES: [C:1]([CH3:2])([CH3:3])([CH3:4])[O:5][C:6](=[O:7])[N:8]([CH2:9][CH2:10][N:11]([CH:12]1[CH2:13][O:14][c:15]2[c:16]([cH:37][cH:38][c:39]([O:41][CH2:42][c:43]3[n:44][cH:45][cH:46][cH:47][cH:48]3)[cH:40]2)-[c:17]2[n:18]([c:20]3[cH:21][c:22]([C:33](=[O:34])[O:35][CH3:36])[cH:23][cH:24][c:25]3[c:26]2[CH:27]2[CH2:28][CH2:29][CH2:30][CH2:31][CH2:32]2)[CH2:19]1)[CH3:49])[CH3:50].[ClH:53].[K+:52].[O:54]1[CH2:55][CH2:56][O:57][CH2:58][CH2:59]1.[OH-:51]>>[C:1]([CH3:2])([CH3:3])([CH3:4])[O:5][C:6](=[O:7])[N:8]([CH2:9][CH2:10][N:11]([CH:12]1[CH2:13][O:14][c:15]2[c:16]([cH:37][cH:38][c:39]([O:41][CH2:42][c:43]3[n:44][cH:45][cH:46][cH:47][cH:48]3)[cH:40]2)-[c:17]2[n:18]([c:20]3[cH:21][c:22]([C:33](=[O:34])[OH:35])[cH:23][cH:24][c:25]3[c:26]2[CH:27]2[CH2:28][CH2:29][CH2:30][CH2:31][CH2:32]2)[CH2:19]1)[CH3:49])[CH3:50]. Starting materials: ClC=1C(=NC=CN1)C(CC)=O (1-(3-Chloro-2-pyrazinyl)-1-propanone), O (water), [O-]CC.[Na+] (sodium ethoxide), C(C)S (ethanethiol). Solvent: C(C)O (ethanol), C(C)O (ethanol). Run at time 10 minute. Product: C(C)SC=1C(=NC=CN1)C(CC)=O (1-(3-ethylthio-2-pyrazinyl)-1-propanone). Yield: 87.0%. RXN SMILES: [O-]CC.[Na+].[CH2:5]([SH:7])[CH3:6].Cl[C:9]1[C:10]([C:15](=[O:18])[CH2:16][CH3:17])=[N:11][CH:12]=[CH:13][N:14]=1.O>C(O)C>[CH2:5]([S:7][C:9]1[C:10]([C:15](=[O:18])[CH2:16][CH3:17])=[N:11][CH:12]=[CH:13][N:14]=1)[CH3:6] |f:0.1|. Procedure: A mixture of sodium ethoxide (100 mg, 1.47 mmoles) and ethanethiol (110 mg, 1.77 mmoles) in 7 ml of absolute ethanol is stirred under nitrogen at room temperature for 10 minutes. 1-(3-Chloro-2-pyrazinyl)-1-propanone (250 mg, 1.47 mmoles) in 5 ml absolute ethanol is added to the above mixture, and the reaction mixture is stirred for 4 hours at which time thin layer chromatography indicates that all of the starting materials have reacted. The mixture is poured into water (100 ml) and extracted wit... Reactants: ClC=1C=C(C=CC1OCC1=CC(=CC=C1)F)NC1=NC=NC2=C1C1=C(C3=CN(N=C3CC1)C1CCN(CC1)C(=O)OC(C)(C)C)S2 (tert-butyl 4-[6-({3-chloro-4-[(3-fluorobenzyl)oxy]phenyl}amino)-4,5-dihydro-2H-pyrimido[5′,4′:4,5]thieno[2,3-e]indazol-2-yl]piperidine-1-carboxylate), FC(C(=O)O)(F)F (trifluoroacetic acid). The solvent is C(Cl)Cl (DCM). Reaction conditions: time 3 hour. Product: ClC=1C=C(C=CC1OCC1=CC(=CC=C1)F)NC=1N=CN=C2C1C1=C(C3=CN(N=C3CC1)C1CCNCC1)S2 (N-{3-chloro-4-[(3-fluorobenzyl)oxy]phenyl}-2-piperidin-4-yl-4,5-dihydro-2H-pyrimido[5′,4′:4,5]thieno[2,3-e]indazol-6-amine). As a reaction SMILES: [Cl:1][C:2]1[CH:3]=[C:4]([NH:17][C:18]2[C:23]3[C:24]4[CH2:32][CH2:31][C:30]5[C:26](=[CH:27][N:28]([CH:33]6[CH2:38][CH2:37][N:36](C(OC(C)(C)C)=O)[CH2:35][CH2:34]6)[N:29]=5)[C:25]=4[S:46][C:22]=3[N:21]=[CH:20][N:19]=2)[CH:5]=[CH:6][C:7]=1[O:8][CH2:9][C:10]1[CH:15]=[CH:14][CH:13]=[C:12]([F:16])[CH:11]=1.FC(F)(F)C(O)=O>C(Cl)Cl>[Cl:1][C:2]1[CH:3]=[C:4]([NH:17][C:18]2[N:19]=[CH:20][N:21]=[C:22]3[S:46][C:25]4[C:26]5[C:30]([CH2:31][CH2:32][C:24]=4[C:23]=23)=[N:29][N:28]([CH:33]2[CH2:38][CH2:37][NH:36][CH2:35][CH2:34]2)[CH:27]=5)[CH:5]=[CH:6][C:7]=1[O:8][CH2:9][C:10]1[CH:15]=[CH:14][CH:13]=[C:12]([F:16])[CH:11]=1. Procedure details: To a suspension of tert-butyl 4-[6-({3-chloro-4-[(3-fluorobenzyl)oxy]phenyl}amino)-4,5-dihydro-2H-pyrimido[5′,4′:4,5]thieno[2,3-e]indazol-2-yl]piperidine-1-carboxylate 1.2 g (1.8 mmol, 1 eq) in DCM (40 mL) was added trifluoroacetic acid (4.2 mL, 30 eq). The reaction mixture was stirred at rt for 3 h. The Volatile material was evaporated and the residue was diluted with EtOAc. Sat. Na2CO3 was added until pH about 7. The layers were separated and the aqueous layer was extracted with EtOAc (3 times... The reactants are ice water, S(=O)(Cl)Cl (thionyl chloride), COC1=C(C=C(C=C1)/C=C/C(=O)O)OC (3',4'-dimethoxycinnamic acid), C(C=1C(N)=CC=CC1)(=O)O (anthranilic acid). The solvent is O (water), CN(C=O)C (dimethylformamide), N1=CC=CC=C1 (pyridine), CN(C=O)C (dimethylformamide), O (water). Conditions: time 1 hour. The product is COC=1C=C(C=CC(=O)NC=2C(C(=O)O)=CC=CC2)C=CC1OC (N-(3',4'-dimethoxycinnamoyl)-anthranilic acid). The yield is 40.6%. As a reaction SMILES: [C:1]([OH:10])(=[O:9])[C:2]1[C:3](=[CH:5][CH:6]=[CH:7][CH:8]=1)[NH2:4].S(Cl)(Cl)=O.[CH3:15][O:16][C:17]1[CH:22]=[CH:21][C:20](/[CH:23]=[CH:24]/[C:25](O)=[O:26])=[CH:19][C:18]=1[O:28][CH3:29]>O.CN(C)C=O.N1C=CC=CC=1>[CH3:29][O:28][C:18]1[CH:19]=[C:20]([CH:21]=[CH:22][C:17]=1[O:16][CH3:15])[CH:23]=[CH:24][C:25]([NH:4][C:3]1[C:2](=[CH:8][CH:7]=[CH:6][CH:5]=1)[C:1]([OH:10])=[O:9])=[O:26]. Procedure details: Into 15 ml of dimethylformamide were dissolved 1.51 g (0.011 mol) of anthranilic acid and 1.6 g of pyridine. To 10 ml of dimethylformamide were added in order 0.78 ml of thionyl chloride and 2.08 g (0.01 mol) of 3',4'-dimethoxycinnamic acid, during which the reaction system was stirred and cooled with ice and water. The resulting mixture was added dropwise to the above solution, during which the reaction system was stirred and cooled with ice and water. After the completion of the dropping, the ... The reactants are C(O)CN (monoethanolamine), CNN(C(C(=C)CCC)=O)NC (N,N-dimethylaminopropylacrylamide). Yields the product CNN(C(C(=C)CCC)=O)NC.C(O)CN (N,N-dimethylaminopropylacrylamide monoethanolamine). As a reaction SMILES: [CH2:1]([CH2:3][NH2:4])[OH:2].[CH3:5][NH:6][N:7]([NH:15][CH3:16])[C:8](=[O:14])[C:9]([CH2:11][CH2:12][CH3:13])=[CH2:10]>>[CH3:5][NH:6][N:7]([NH:15][CH3:16])[C:8](=[O:14])[C:9]([CH2:11][CH2:12][CH3:13])=[CH2:10].[CH2:1]([CH2:3][NH2:4])[OH:2] |f:2.3|. Procedure: 39 parts of monoethanolamine was kept at 60° C. in a reactor. Thereto was dropwise added 100 parts of N,N-dimethylaminopropylacrylamide. The resulting mixture was subjected to a reaction at 60° C. for 5 hours to obtain a N,N-dimethylaminopropylacrylamide-monoethanolamine adduct.